Dataset: the Open Reaction Database (ORD), a public repository of structured organic reaction records. Task: describe an organic reaction: reactants, conditions, products, and yield Product: BrC1=CC=C(N(CC2=CC=CC=C2)CC2=CC=CC=C2)C=C1 (4-bromo-N,N-dibenzylaniline). The yield is 62.7%. Reactants: O (water), [H-].[Na+] (sodium hydride), C(C1=CC=CC=C1)Br (benzyl bromide), BrC1=CC=C(N)C=C1 (4-bromoaniline). Solvent: CN(C=O)C (dimethylformamide). Reported procedure: In an argon atmosphere, 4-bromoaniline (344 mg, 2.00 mmol) was dissolved in dimethylformamide (5 mL), and to the solution were added sodium hydride (200 mg, 5.00 mmol) and benzyl bromide (0.52 mL, 4.4 mmol) under ice-cooling, followed by stirring at room temperature for 11 hours. To the reaction solution was added water, and the mixture was extracted with ethyl acetate. The organic layer was washed with water and brine, and then dried over anhydrous sodium sulfate. The solvent was evaporated und... RXN SMILES: [Br:1][C:2]1[CH:8]=[CH:7][C:5]([NH2:6])=[CH:4][CH:3]=1.[H-].[Na+].[CH2:11](Br)[C:12]1[CH:17]=[CH:16][CH:15]=[CH:14][CH:13]=1.O>CN(C)C=O>[Br:1][C:2]1[CH:8]=[CH:7][C:5]([N:6]([CH2:11][C:12]2[CH:17]=[CH:16][CH:15]=[CH:14][CH:13]=2)[CH2:11][C:12]2[CH:17]=[CH:16][CH:15]=[CH:14][CH:13]=2)=[CH:4][CH:3]=1 |f:1.2|. Reaction conditions: time 11 hour. Reactants: COC1=NC(=NC(=C1)OC)OC=1C=CC=C2C(OC(=O)C12)O (7-[(4,6-dimethoxy-pyrimidin-2-yl)oxy]-3-hydroxy-phthalide), [C-]#N.[K+] (potassium cyanide), O (water), Cl (hydrochloric acid). Run at time 16 hour. Product: C(N)(=O)C1OC(=O)C2=C(C=CC=C12)OC1=NC(=CC(=N1)OC)OC (3-carbamoyl-7-[(4,6-dimethoxy-pyrimidin-2-yl)oxy]-phthalide). As a reaction SMILES: [CH3:1][O:2][C:3]1[CH:8]=[C:7]([O:9][CH3:10])[N:6]=[C:5]([O:11][C:12]2[CH:13]=[CH:14][CH:15]=[C:16]3[C:21]=2[C:19](=[O:20])[O:18][CH:17]3O)[N:4]=1.[C-:23]#[N:24].[K+].Cl.[OH2:27]>>[C:23]([CH:17]1[C:16]2[C:21](=[C:12]([O:11][C:5]3[N:4]=[C:3]([O:2][CH3:1])[CH:8]=[C:7]([O:9][CH3:10])[N:6]=3)[CH:13]=[CH:14][CH:15]=2)[C:19](=[O:20])[O:18]1)(=[O:27])[NH2:24] |f:1.2|. Reported procedure: 1.0 g of 7-[(4,6-dimethoxy-pyrimidin-2-yl)oxy]-3-hydroxy-phthalide (see Example 84) is introduced into a solution of 2.1 g of potassium cyanide in 15 ml of water and the whole is treated dropwise at from -7° to -3° C., with cooling, over a period of 10 minutes, with 10 ml of concentrated hydrochloric acid. It is subsequently stirred at room temperature for approximately 16 hours and the crystals which have separated are then filtered off. They are washed with water and recrystallised from aceton... Reactants: CCOC(=O)c1csc(C(C)(C)C#N)n1, CO, [Li+], C1CCOC1, [OH-], O, O. The product is CC(C)(C#N)c1nc(C(=O)O)cs1. Reaction SMILES: [C:1](#[N:2])[C:3]([CH3:4])([CH3:5])[c:6]1[s:7][cH:8][c:9]([C:11](=[O:12])[O:13][CH2:14][CH3:15])[n:10]1.[CH3:20][OH:21].[Li+:18].[O:22]1[CH2:23][CH2:24][CH2:25][CH2:26]1.[OH-:17].[OH2:16].[OH2:19]>>[C:1](#[N:2])[C:3]([CH3:4])([CH3:5])[c:6]1[s:7][cH:8][c:9]([C:11](=[O:12])[OH:13])[n:10]1. The solvent is C1=CC=CC=C1 (benzene). Reported procedure: 5.5 Parts of 7.14-diazadispiro[5.1.5.2]pentadecan-15-one, 2.1 parts of hexamethylene diisocyanate and a trace of 1,4-diazabicyclo[2.2.2]octane in 150 parts of dry benzene were refluxed for 48 hours. The solvent was removed in vacuo and the solid material stirred in 150 parts of water for 30 minutes. The solid was filtered and recrystallised from ethanol to give hexane-1',6'-bis[14-carbamoyl-7,14-diaza dispiro5.1.5.2]pentadecan-15-one] of melting point 164° to 165°C. This material gave the follow... RXN SMILES: [CH2:1]1[C:6]2([C:15](=[O:16])NC3(CCCCC3)N2)[CH2:5][CH2:4][CH2:3][CH2:2]1.[CH2:17](N=C=O)[CH2:18][CH2:19][CH2:20][CH2:21][CH2:22]N=C=O.N12CCN(CC1)[CH2:31][CH2:30]2>C1C=CC=CC=1>[CH3:17][CH2:18][CH2:19][CH2:20][CH2:21][CH2:22][CH2:30][CH2:31][CH2:5][CH2:4][CH2:3][CH2:2][CH2:1][CH2:6][CH:15]=[O:16]. Product: hexane-1',6', CCCCCCCCCCCCCCC=O (pentadecan-15-one). The reactants are C1CCCCC12NC1(CCCCC1)NC2=O (7.14-diazadispiro[5.1.5.2]pentadecan-15-one), C(CCCCCN=C=O)N=C=O (hexamethylene diisocyanate), N12CCN(CC1)CC2 (1,4-diazabicyclo[2.2.2]octane). Conditions: time 30 minute.